This data is from the Open Reaction Database (ORD), a public repository of structured organic reaction records. The task is: describe an organic reaction: reactants, conditions, products, and yield Starting materials: CC=1SC(=C(N1)C)C1=NC(=NC=C1)NC1=CC(=CC=C1)[N+](=O)[O-] ({4-(2,4-dimethyl-thiazol-5-yl)-pyrimidin-2-yl}-(3-nitro-phenyl)-amine), CC(=O)O (AcOH). Reagents/catalysts: [Pd] (Palladium). Solvent: COCCO (2-methoxyethanol). Reaction conditions: time 10 minute. Yields the product CC=1SC(=C(N1)C)C1=NC(=NC=C1)NC1=CC(=CC=C1)N (N-{4-(2,4-dimethyl-thiazol-5-yl)-pyrimidin-2-yl}-benzene-1,3-diamine). RXN SMILES: [CH3:1][C:2]1[S:3][C:4]([C:8]2[CH:13]=[CH:12][N:11]=[C:10]([NH:14][C:15]3[CH:20]=[CH:19][CH:18]=[C:17]([N+:21]([O-])=O)[CH:16]=3)[N:9]=2)=[C:5]([CH3:7])[N:6]=1.CC(O)=O>COCCO.[Pd]>[CH3:1][C:2]1[S:3][C:4]([C:8]2[CH:13]=[CH:12][N:11]=[C:10]([NH:14][C:15]3[CH:20]=[CH:19][CH:18]=[C:17]([NH2:21])[CH:16]=3)[N:9]=2)=[C:5]([CH3:7])[N:6]=1. Procedure details: To a mixture of {4-(2,4-dimethyl-thiazol-5-yl)-pyrimidin-2-yl}-(3-nitro-phenyl)-amine (3.97 mmol, 1.3 g) in 2-methoxyethanol (15 mL) was added AcOH (1 mL). The reaction mixture was stirred under N2 for 10 min. Palladium catalyst (660 mg; 10% on activated carbon) was the added and the reaction mixture was allowed to stir under H2 for 18 h. The reaction mixture was passed through Celite 521 and the precipitates were washed several times with MeOH. The filtrate was concentrated and recrystallised f... The reactants are acid chloride, FC=1C=C(C=CC1)C=CC(C(=O)O)C(C)C (4-(3-fluorophenyl)-2-isopropyl-3-butenoic acid), O(C1=CC=CC=C1)C=1C=C(CO)C=CC1 (m-phenoxybenzyl alcohol). Product: FC=1C=C(C=CC1)C=CC(C(=O)OCC1=CC(=CC=C1)OC1=CC=CC=C1)C(C)C (m-phenoxybenzyl 4-(3-fluorophenyl)-2-isopropyl-3-butenoate). Reaction SMILES: [F:1][C:2]1[CH:3]=[C:4]([CH:8]=[CH:9][CH:10]([CH:14]([CH3:16])[CH3:15])[C:11]([OH:13])=[O:12])[CH:5]=[CH:6][CH:7]=1.[O:17]([C:24]1[CH:25]=[C:26]([CH:29]=[CH:30][CH:31]=1)[CH2:27]O)[C:18]1[CH:23]=[CH:22][CH:21]=[CH:20][CH:19]=1>>[F:1][C:2]1[CH:3]=[C:4]([CH:8]=[CH:9][CH:10]([CH:14]([CH3:16])[CH3:15])[C:11]([O:13][CH2:27][C:26]2[CH:29]=[CH:30][CH:31]=[C:24]([O:17][C:18]3[CH:23]=[CH:22][CH:21]=[CH:20][CH:19]=3)[CH:25]=2)=[O:12])[CH:5]=[CH:6][CH:7]=1. Procedure: The acid chloride of 4-(3-fluorophenyl)-2-isopropyl-3-butenoic acid is reacted with m-phenoxybenzyl alcohol to yield m-phenoxybenzyl 4-(3-fluorophenyl)-2-isopropyl-3-butenoate, MS m/e 404 (M+). Starting materials: [BH3-]C#N.[Na+] (NaCNBH3), FC1=C(C=O)C=C(C=C1)F (2,5-difluorobenzaldehyde), NC=1C2=C(N=CN1)N(C=C2C(=O)C2=CC(=CC=C2)N)C2CCCC2 ((4-Amino-7-cyclopentyl-7H-pyrrolo[2,3-d]pyrimidin-5-yl)-(3-amino-phenyl)-methanone), CC(=O)O (AcOH). The solvent is CO (MeOH). Product: NC=1C2=C(N=CN1)N(C=C2C(=O)C2=CC(=CC=C2)NCC2=C(C=CC(=C2)F)F)C2CCCC2 ((4-Amino-7-cyclopentyl-7H-pyrrolo[2,3-d]pyrimidin-5-yl)-[3-(2,5-difluoro-benzylamino)-phenyl]-methanone). Yield: 57.7%. As a reaction SMILES: [F:1][C:2]1[CH:9]=[CH:8][C:7]([F:10])=[CH:6][C:3]=1[CH:4]=O.[NH2:11][C:12]1[C:13]2[C:20]([C:21]([C:23]3[CH:28]=[CH:27][CH:26]=[C:25]([NH2:29])[CH:24]=3)=[O:22])=[CH:19][N:18]([CH:30]3[CH2:34][CH2:33][CH2:32][CH2:31]3)[C:14]=2[N:15]=[CH:16][N:17]=1.CC(O)=O.[BH3-]C#N.[Na+]>CO>[NH2:11][C:12]1[C:13]2[C:20]([C:21]([C:23]3[CH:28]=[CH:27][CH:26]=[C:25]([NH:29][CH2:4][C:3]4[CH:6]=[C:7]([F:10])[CH:8]=[CH:9][C:2]=4[F:1])[CH:24]=3)=[O:22])=[CH:19][N:18]([CH:30]3[CH2:31][CH2:32][CH2:33][CH2:34]3)[C:14]=2[N:15]=[CH:16][N:17]=1 |f:3.4|. Procedure details: 2,5-difluorobenzaldehyde (88.1 mg, 0.62 mmol) was added to a solution of (4-Amino-7-cyclopentyl-7H-pyrrolo[2,3-d]pyrimidin-5-yl)-(3-amino-phenyl)-methanone (100 mg, 0.31 mmol) and AcOH (18.6 mg, 0.31 mmol) in MeOH (10 mL). After 5 min NaCNBH3 was added. After 3 h the reaction was quenched with 1N NaOH. The aqueous layer was extracted with EtOAc (2×). The combined organic layers were washed with water, dried over MgSO4, and concentrated. Purification by flash column chromatography (CH2Cl2/MeOH 98... The reactants are [Mg] (magnesium), BrC[C@H](CCOC1OCCCC1)C (2-[(S)-4-bromo-3-methylbutoxy]-tetrahydro-2H-pyran), CI (methyl iodide), BrC[C@H](CCOC1OCCCC1)C (2-[(S)-4-bromo-3-methylbutoxy]-tetrahydro-2H-pyran), BrC[C@H](CCOC1OCCCC1)C (2-[(S)-4-bromo-3-methylbutoxy]-tetrahydro-2H-pyran), Li2CuCl4, solution, CC(CCO)C.C1(=CC=C(C=C1)S(=O)(=O)[O-])C (3-methyl-1-butanol p-toluenesulphonate). Solvent: O1CCCC1 (tetrahydrofuran), O1CCCC1 (tetrahydrofuran). Conditions: time 5 minute. Product: C[C@@H](CCOC1OCCCC1)CCCC(C)C (2-[(R)-3,7-dimethyloctanoxy]-tetrahydro-2H-pyran). RXN SMILES: CI.[Mg].Br[CH2:5][C@@H:6]([CH3:16])[CH2:7][CH2:8][O:9][CH:10]1[CH2:15][CH2:14][CH2:13][CH2:12][O:11]1.[CH3:17][CH:18]([CH3:22])[CH2:19][CH2:20]O.C1(C)C=CC(S([O-])(=O)=O)=CC=1>O1CCCC1>[CH3:16][C@H:6]([CH2:5][CH2:20][CH2:19][CH:18]([CH3:22])[CH3:17])[CH2:7][CH2:8][O:9][CH:10]1[CH2:15][CH2:14][CH2:13][CH2:12][O:11]1 |f:3.4|. Reported procedure: 4.7 g (0.202 mol) of magnesium shavings in a 3-necked flask under an argon atmosphere and provided with a calcium chloride tube are activated by addition of 2.0 ml of methyl iodide. After 5 minutes, the methyl iodide is removed and the magnesium washed several times with absolute tetrahydrofuran. To the activated magnesium is added dropwise a solution of 44 g (0.175 mol) of 2-[(S)-4-bromo-3-methylbutoxy]-tetrahydro-2H-pyran in 50 ml of absolute tetrahydrofuran at such a rate that the solvent jus... As a reaction SMILES: [O:1]1[CH:6]2[CH:2]1[CH2:3][O:4][CH2:5]2.[C:7]1([Mg]Br)[CH:12]=[CH:11][CH:10]=[CH:9][CH:8]=1>[Cu]I.C1COCC1>[C:7]1([C@@H:2]2[CH2:3][O:4][CH2:5][C@H:6]2[OH:1])[CH:12]=[CH:11][CH:10]=[CH:9][CH:8]=1. Procedure details: A second batch was obtained according to the above procedure reacting 3,4-epoxy-tetrahydrofuran (1.0 g, 11.62 mmol), phenylmagnesium bromide (3.872 mL, 11.62 mmol), CuI (155.67 mg, 0.813 mmol) and dry THF (total volume of 3.6 mL). The residues obtained from the above two batches was mixed and purified by flash chromatography (silica; DCM in MeOH 0/100 to 10/90). The desired fractions were collected and evaporated in vacuo to give I-42 (5.5 g, 74%) as a yellow oil. The reagents and catalysts are [Cu]I (CuI). Yields the product C1(=CC=CC=C1)[C@H]1[C@@H](COC1)O (Trans-4-Phenyltetrahydrofuran-3-ol). Reactants: O1C2COCC21 (3,4-epoxy-tetrahydrofuran), C1(=CC=CC=C1)[Mg]Br (phenylmagnesium bromide). Run in C1CCOC1 (THF). The reactants are CSC, CCCCCC, CC(C)n1ncc(NCc2cccc(OCc3ccccc3)c2)c(Cl)c1=O, ClCCl. The product is CC(C)n1ncc(NCc2cccc(O)c2)c(Cl)c1=O. RXN SMILES: [CH3:28][S:29][CH3:30].[CH3:34][CH2:35][CH2:36][CH2:37][CH2:38][CH3:39].[Cl:1][c:2]1[c:3](=[O:27])[n:4]([CH:24]([CH3:25])[CH3:26])[n:5][cH:6][c:7]1[NH:8][CH2:9][c:10]1[cH:11][c:12]([O:16][CH2:17][c:18]2[cH:19][cH:20][cH:21][cH:22][cH:23]2)[cH:13][cH:14][cH:15]1.[Cl:31][CH2:32][Cl:33]>>[Cl:1][c:2]1[c:3](=[O:27])[n:4]([CH:24]([CH3:25])[CH3:26])[n:5][cH:6][c:7]1[NH:8][CH2:9][c:10]1[cH:11][c:12]([OH:16])[cH:13][cH:14][cH:15]1. Reactants: [BH4-], CCOCC, [Cl-], [Cl-], Cl, [Na+], CCOC(=O)C(Cc1cccc(OC(F)(F)C(F)F)c1)C(=O)c1ccc(Oc2ccccc2)cc1, O, [Zn+2]. Yields the product CCOC(=O)C(Cc1cccc(OC(F)(F)C(F)F)c1)C(O)c1ccc(Oc2ccccc2)cc1. As a reaction SMILES: [BH4-:1].[CH3:40][CH2:41][O:42][CH2:43][CH3:44].[Cl-:45].[Cl-:47].[ClH:38].[Na+:2].[O:3]=[C:4]([CH:5]([C:6](=[O:7])[O:8][CH2:9][CH3:10])[CH2:11][c:12]1[cH:13][c:14]([O:18][C:19]([CH:20]([F:21])[F:22])([F:23])[F:24])[cH:15][cH:16][cH:17]1)[c:25]1[cH:26][cH:27][c:28]([O:31][c:32]2[cH:33][cH:34][cH:35][cH:36][cH:37]2)[cH:29][cH:30]1.[OH2:39].[Zn+2:46]>>[OH:3][CH:4]([CH:5]([C:6](=[O:7])[O:8][CH2:9][CH3:10])[CH2:11][c:12]1[cH:13][c:14]([O:18][C:19]([CH:20]([F:21])[F:22])([F:23])[F:24])[cH:15][cH:16][cH:17]1)[c:25]1[cH:26][cH:27][c:28]([O:31][c:32]2[cH:33][cH:34][cH:35][cH:36][cH:37]2)[cH:29][cH:30]1. Starting materials: Cl.C1(CC1)COC1=C(C=C(C(=C1)F)OC)C1=C2C(=NC=C1)C(=C(N2)C)C(=O)N[C@H]2[C@@H](CNCC2)O (7-[2-(cyclopropylmethoxy)-4-fluoro-5-methoxyphenyl]-N-[(3R*,4R*)-3-hydroxypiperidin-4-yl]-2-methyl-1H-pyrrolo[3,2-b]pyridine-3-carboxamide hydrochloride), C(CC)(=O)Cl (propionyl chloride). The product is C1(CC1)COC1=C(C=C(C(=C1)F)OC)C1=C2C(=NC=C1)C(=C(N2)C)C(=O)N[C@H]2[C@@H](CN(CC2)C(CC)=O)O (7-[2-(Cyclopropylmethoxy)-4-fluoro-5-methoxyphenyl]-N-[(3R*,4R*)-3-hydroxy-1-propanoylpiperidin-4-yl]-2-methyl-1H-pyrrolo[3,2-b]pyridine-3-carboxamide). As a reaction SMILES: Cl.[CH:2]1([CH2:5][O:6][C:7]2[CH:12]=[C:11]([F:13])[C:10]([O:14][CH3:15])=[CH:9][C:8]=2[C:16]2[CH:21]=[CH:20][N:19]=[C:18]3[C:22]([C:26]([NH:28][C@@H:29]4[CH2:34][CH2:33][NH:32][CH2:31][C@H:30]4[OH:35])=[O:27])=[C:23]([CH3:25])[NH:24][C:17]=23)[CH2:4][CH2:3]1.[C:36](Cl)(=[O:39])[CH2:37][CH3:38]>>[CH:2]1([CH2:5][O:6][C:7]2[CH:12]=[C:11]([F:13])[C:10]([O:14][CH3:15])=[CH:9][C:8]=2[C:16]2[CH:21]=[CH:20][N:19]=[C:18]3[C:22]([C:26]([NH:28][C@@H:29]4[CH2:34][CH2:33][N:32]([C:36](=[O:39])[CH2:37][CH3:38])[CH2:31][C@H:30]4[OH:35])=[O:27])=[C:23]([CH3:25])[NH:24][C:17]=23)[CH2:4][CH2:3]1 |f:0.1|. Procedure details: Starting from 7-[2-(cyclopropylmethoxy)-4-fluoro-5-methoxyphenyl]-N-[(3R*,4R*)-3-hydroxypiperidin-4-yl]-2-methyl-1H-pyrrolo[3,2-b]pyridine-3-carboxamide hydrochloride (example D.f25) and commercially available propionyl chloride the title compound is obtained as colorless solid. The reactants are ClC=1C=C2C=C(N(C2=CC1)C)I (5-chloro-2-iodo-1-methylindole), FC(C(=O)[O-])(F)F.[Na+] (sodium trifluoroacetate). Reagents/catalysts: [Cu]I (copper (I) iodide). Solvent: CN1C(CCC1)=O (N-methylpyrrolidone), O (water). Run at temperature 160 celsius. Product: title product, ClC=1C=C2C=CN(C2=CC1)C (5-chloro-1-methylindole). RXN SMILES: [Cl:1][C:2]1[CH:3]=[C:4]2[C:8](=[CH:9][CH:10]=1)[N:7]([CH3:11])[C:6](I)=[CH:5]2.FC(F)(F)C([O-])=O.[Na+]>CN1CCCC1=O.O.[Cu]I>[Cl:1][C:2]1[CH:3]=[C:4]2[C:8](=[CH:9][CH:10]=1)[N:7]([CH3:11])[CH:6]=[CH:5]2 |f:1.2|. Procedure details: A mixture of 5-chloro-2-iodo-1-methylindole obtained from Example 3 (16.5 g, 56.6 mmole), sodium trifluoroacetate (76.2 g, 56.0 mmole) and copper (I) iodide (10.6 g, 56.0 mmole) in N-methylpyrrolidone is heated at 160° C. for about 8 hours, cooled to room temperature, diluted with water and filtered through diatomaceous earth. The filtrate is extracted with diethyl ether. The extracts are combined, washed with water, dried over MgSO4 and concentrated in vacuo to give a black oil residue. The res... Reactants: FC1=CC=C(C=C1)SC1=CNC2=NC=CC=C21 (3-[(4-fluorophenyl)thio]-1H-pyrrolo[2,3-b]pyridine), C(=O)(O)[O-].[Na+] (NaHCO3), O (water), OOS(=O)[O-].[K+] (Oxone), 1, O (water). Run in CC(=O)C (acetone). Reaction conditions: temperature 20 celsius, time 3 hour. Yields the product FC1=CC=C(C=C1)S(=O)(=O)C1=CNC2=NC=CC=C21 (3-[(4-Fluorophenyl)sulfonyl]-1H-pyrrolo[2,3-b]pyridine). RXN SMILES: [F:1][C:2]1[CH:7]=[CH:6][C:5]([S:8][C:9]2[C:17]3[C:12](=[N:13][CH:14]=[CH:15][CH:16]=3)[NH:11][CH:10]=2)=[CH:4][CH:3]=1.C([O-])(O)=[O:19].[Na+].OOS([O-])=O.[K+].[OH2:29]>CC(C)=O>[F:1][C:2]1[CH:7]=[CH:6][C:5]([S:8]([C:9]2[C:17]3[C:12](=[N:13][CH:14]=[CH:15][CH:16]=3)[NH:11][CH:10]=2)(=[O:19])=[O:29])=[CH:4][CH:3]=1 |f:1.2,3.4|. Reported procedure: A solution of 3-[(4-fluorophenyl)thio]-1H-pyrrolo[2,3-b]pyridine (3.36 g, 13.8 mmol) in acetone is treated with a solution of NaHCO3 (2.90 g, 34.5 mmol) in water. The reaction is then treated with Oxone®1 (25.5 g, 41.4 mmol), stirred for 3 h at 20° C., diluted with water, cooled in an ice-water bath and filtered. The filtercake is washed with water and vacuum dried to afford the title compound as a white solid 1.73 g, mp 212-213° C., characterized by mass spectral and NMR analyses. 12KHSO5.KHSO4...